From a dataset of the Open Reaction Database (ORD), a public repository of structured organic reaction records. describe an organic reaction: reactants, conditions, products, and yield The reactants are S(O)(O)(=O)=O (sulfuric acid), NC([C@@H](CCC=1SC(=CC1)C#CCCCC1=CC=CC=C1)C)O ((2R)-Amino-2-methyl-4-[5-(5-phenylpent-1-ynyl)thiophen-2-yl]butan-1-ol), [OH-].[Na+] (sodium hydroxide). The yield is 82.0%. Solvent: CO (methanol). Yields the product NC([C@@H](CCC=1SC(=CC1)C(CCCCC1=CC=CC=C1)=O)C)O ((2R)-amino-2-methyl-4-[5-(5-phenylpentanoyl)thiophen-2-yl]butan-1-ol). Reaction conditions: temperature 0 celsius. Procedure details: (2R)-Amino-2-methyl-4-[5-(5-phenylpent-1-ynyl)thiophen-2-yl]butan-1-ol (387 mg, 1.18 mmol) obtained in Example 49 was dissolved in methanol (4 ml), and 6N sulfuric acid (4 ml) was added thereto followed by heating under reflux for 4 hours. The reaction solution was cooled to 0° C. and made alkaline (pH 14) with a 1N aqueous sodium hydroxide solution, and the resulting solution was extracted with dichloromethane. The dichloromethane layer was dried over anhydrous sodium sulfate, and the solvent w... As a reaction SMILES: [NH2:1][CH:2]([OH:23])[C@H:3]([CH3:22])[CH2:4][CH2:5][C:6]1[S:7][C:8]([C:11]#[C:12][CH2:13][CH2:14][CH2:15][C:16]2[CH:21]=[CH:20][CH:19]=[CH:18][CH:17]=2)=[CH:9][CH:10]=1.S(=O)(=O)(O)[OH:25].[OH-].[Na+]>CO>[NH2:1][CH:2]([OH:23])[C@H:3]([CH3:22])[CH2:4][CH2:5][C:6]1[S:7][C:8]([C:11](=[O:25])[CH2:12][CH2:13][CH2:14][CH2:15][C:16]2[CH:17]=[CH:18][CH:19]=[CH:20][CH:21]=2)=[CH:9][CH:10]=1 |f:2.3|.